This data is from the Open Reaction Database (ORD), a public repository of structured organic reaction records. The task is: describe an organic reaction: reactants, conditions, products, and yield Starting materials: NC=1C2=C(N=CN1)C(=CS2)C(=O)NC=2C=C(C(=O)O)C=CC2C (3-(4-Aminothieno[3,2-d]pyrimidine-7-carboxamido)-4-methylbenzoic acid), CC=1N=CN(C1)C=1C=C(N)C=C(C1)C(F)(F)F (3-(4-methyl-1H-imidazole-1-yl)-5-(trifluoromethyl)aniline). Yields the product NC=1C2=C(N=CN1)C(=CS2)C(=O)NC2=C(C=CC(=C2)C(NC2=CC(=CC(=C2)C(F)(F)F)N2C=NC(=C2)C)=O)C (4-Amino-N-(2-methyl-5-(3-(4-methyl-1H-imidazole-1-yl)-5-(trifluoromethyl)phenylcarbamoyl)phenyl)thieno[3,2-d]pyrimidine-7-carboxamide). RXN SMILES: [NH2:1][C:2]1[C:3]2[S:10][CH:9]=[C:8]([C:11]([NH:13][C:14]3[CH:15]=[C:16]([CH:20]=[CH:21][C:22]=3[CH3:23])[C:17](O)=[O:18])=[O:12])[C:4]=2[N:5]=[CH:6][N:7]=1.[CH3:24][C:25]1[N:26]=[CH:27][N:28]([C:30]2[CH:31]=[C:32]([CH:34]=[C:35]([C:37]([F:40])([F:39])[F:38])[CH:36]=2)[NH2:33])[CH:29]=1>>[NH2:1][C:2]1[C:3]2[S:10][CH:9]=[C:8]([C:11]([NH:13][C:14]3[CH:15]=[C:16]([C:17](=[O:18])[NH:33][C:32]4[CH:34]=[C:35]([C:37]([F:38])([F:39])[F:40])[CH:36]=[C:30]([N:28]5[CH:29]=[C:25]([CH3:24])[N:26]=[CH:27]5)[CH:31]=4)[CH:20]=[CH:21][C:22]=3[CH3:23])=[O:12])[C:4]=2[N:5]=[CH:6][N:7]=1. Procedure: The procedure of Step 5 of Example 1 was repeated except for using 3-(4-aminothieno[3,2-d]pyrimidine-7-carboxamido)-4-methylbenzoic acid obtained in Step 4 of Example 8 and 3-(4-methyl-1H-imidazole-1-yl)-5-(trifluoromethyl)aniline to obtain the title compound (see Table 1). Reactants: C(C)OC1=C2C(=C(C=3C(N(CC13)C1=CC(=C(C=C1)CC(=O)OCC)F)=O)OCC)C=CC=C2 (Ethyl {4-[4,9-bis(ethyloxy)-1-oxo-1,3-dihydro-2H-benzo[f]isoindol-2-yl]-2-fluorophenyl}acetate), [OH-].[Na+] (sodium hydroxide). The solvent is C(C)O (ethanol). Yields the product C(C)OC1=C2C(=C(C=3C(N(CC13)C1=CC(=C(C=C1)CC(=O)O)F)=O)OCC)C=CC=C2 ({4-[4,9-Bis(ethyloxy)-1-oxo-1,3-dihydro-2H-benzo[f]isoindol-2-yl]-2-fluorophenyl}acetic acid). The yield is 97.3%. As a reaction SMILES: [CH2:1]([O:3][C:4]1[C:12]2[CH2:11][N:10]([C:13]3[CH:18]=[CH:17][C:16]([CH2:19][C:20]([O:22]CC)=[O:21])=[C:15]([F:25])[CH:14]=3)[C:9](=[O:26])[C:8]=2[C:7]([O:27][CH2:28][CH3:29])=[C:6]2[CH:30]=[CH:31][CH:32]=[CH:33][C:5]=12)[CH3:2].[OH-].[Na+]>C(O)C>[CH2:1]([O:3][C:4]1[C:12]2[CH2:11][N:10]([C:13]3[CH:18]=[CH:17][C:16]([CH2:19][C:20]([OH:22])=[O:21])=[C:15]([F:25])[CH:14]=3)[C:9](=[O:26])[C:8]=2[C:7]([O:27][CH2:28][CH3:29])=[C:6]2[CH:30]=[CH:31][CH:32]=[CH:33][C:5]=12)[CH3:2] |f:1.2|. Procedure details: Ethyl {4-[4,9-bis(ethyloxy)-1-oxo-1,3-dihydro-2H-benzo[f]isoindol-2-yl]-2-fluorophenyl}acetate (20.2 g, 44.8 mmol) was suspended in ethanol (450 ml) and treated with 2N sodium hydroxide (150 ml). The mixture was heated under reflux for 1 hour then cooled, and concentrated in vacuo to ˜200 ml, then acidified with 2N hydrochloric acid. The white solid was collected by filtration, washed with water (500 ml) and dried in a vacuum oven to yield the title compound as a cream solid (18.45 g, 43.6 mmol)...